Dataset: the Open Reaction Database (ORD), a public repository of structured organic reaction records. Task: describe an organic reaction: reactants, conditions, products, and yield Starting materials: CC(C)(C)OC(=O)Nc1ccc2cc(C#N)ccc2c1Br, ClC=CCCl, [H-], [Na+], CN(C)C=O, O. The product is CC(C)(C)OC(=O)N(CC=CCl)c1ccc2cc(C#N)ccc2c1Br. RXN SMILES: [Br:1][c:2]1[c:3]([NH:14][C:15]([O:16][C:17]([CH3:18])([CH3:19])[CH3:20])=[O:21])[cH:4][cH:5][c:6]2[cH:7][c:8]([C:12]#[N:13])[cH:9][cH:10][c:11]12.[Cl:24][CH:25]=[CH:26][CH2:27][Cl:28].[H-:23].[Na+:22].[O:29]=[CH:30][N:31]([CH3:32])[CH3:33].[OH2:34]>>[Br:1][c:2]1[c:3]([N:14]([C:15]([O:16][C:17]([CH3:18])([CH3:19])[CH3:20])=[O:21])[CH2:27][CH:26]=[CH:25][Cl:24])[cH:4][cH:5][c:6]2[cH:7][c:8]([C:12]#[N:13])[cH:9][cH:10][c:11]12.